From a dataset of the Open Reaction Database (ORD), a public repository of structured organic reaction records. describe an organic reaction: reactants, conditions, products, and yield The reactants are C1COCCO1, O=c1oc2c(F)c(F)ccc2c2ccc([N+](=O)[O-])cc12. The product is Nc1ccc2c(c1)c(=O)oc1c(F)c(F)ccc12. Reaction SMILES: [CH2:21]1[O:22][CH2:23][CH2:24][O:25][CH2:26]1.[F:1][c:2]1[cH:3][cH:4][c:5]2[c:6]3[c:7]([c:8](=[O:13])[o:9][c:10]2[c:11]1[F:12])[cH:14][c:15]([N+:18]([O-:19])=[O:20])[cH:16][cH:17]3>>[F:1][c:2]1[cH:3][cH:4][c:5]2[c:6]3[c:7]([c:8](=[O:13])[o:9][c:10]2[c:11]1[F:12])[cH:14][c:15]([NH2:18])[cH:16][cH:17]3. Starting materials: FC1=C(C(=CC=C1)F)S(=O)(=O)Cl (2,6-difluorobenzenesulfonylchloride), BrC=1C=C2C=3CCCC(C3NC2=CC1)N (6-bromo-2,3,4,9-tetrahydro-1H-carbazol-1-amine). The product is BrC=1C=C2C=3CCCC(C3NC2=CC1)NS(=O)(=O)C1=C(C=CC=C1F)F (N-(6-bromo-2,3,4,9-tetrahydro-1H-carbazol-1-yl)-2,6-difluorobenzenesulfonamide). RXN SMILES: [F:1][C:2]1[CH:7]=[CH:6][CH:5]=[C:4]([F:8])[C:3]=1[S:9](Cl)(=[O:11])=[O:10].[Br:13][C:14]1[CH:15]=[C:16]2[C:24](=[CH:25][CH:26]=1)[NH:23][C:22]1[CH:21]([NH2:27])[CH2:20][CH2:19][CH2:18][C:17]2=1>>[Br:13][C:14]1[CH:15]=[C:16]2[C:24](=[CH:25][CH:26]=1)[NH:23][C:22]1[CH:21]([NH:27][S:9]([C:3]3[C:2]([F:1])=[CH:7][CH:6]=[CH:5][C:4]=3[F:8])(=[O:11])=[O:10])[CH2:20][CH2:19][CH2:18][C:17]2=1. Reported procedure: N-(6-bromo-2,3,4,9-tetrahydro-1H-carbazol-1-yl)-2,6-difluorobenzenesulfonamide was prepared from 2,6-difluorobenzenesulfonylchloride and 6-bromo-2,3,4,9-tetrahydro-1H-carbazol-1-amine in a similar manner as described above to give a white solid: 1H-NMR (CDCl3): δ 8.60 (s, 1H), 7.48-7.58 (m, 2H), 7.24 (dd, 1H), 7.18 (d, 1H), 7.04 (t, 1H), 5.31 (m, 1H), 4.73 (m, 1H), 2.62 (m, 2H), 1.7-2.1 (m, 4H).